Dataset: the Open Reaction Database (ORD), a public repository of structured organic reaction records. Task: describe an organic reaction: reactants, conditions, products, and yield Procedure: 1.36 g (5 mmol) of 1-(allyldimethylsilanyl)-4-trimethylsilanylethynyl benzene was suspended in 5 mL of methanol and 5 mL of methanol solution containing 330 mg (5 mmol) of potassium hydroxide was added to the resultant suspension at a temperature of 0° C. and stirred for 40 minutes. Further, the resultant solution was turned acidic by adding 5 mL of 1M hydrochloric acid thereto and subjected to extraction using ether. The organic layer thus created was then washed with saturated sodium hydrogen ... Starting materials: [OH-].[K+] (potassium hydroxide), C(C=C)[Si](C1=CC=C(C=C1)C#C[Si](C)(C)C)(C)C (1-(allyldimethylsilanyl)-4-trimethylsilanylethynyl benzene), resultant solution, Cl (hydrochloric acid), resultant suspension. Conditions: time 40 minute. Product: C(C=C)[Si](C)(C)C1=CC=C(C=C1)C#C (allyl-(4-ethynyl-phenyl)-dimethyl silane). RXN SMILES: [CH2:1]([Si:4]([CH3:18])([CH3:17])[C:5]1[CH:10]=[CH:9][C:8]([C:11]#[C:12][Si](C)(C)C)=[CH:7][CH:6]=1)[CH:2]=[CH2:3].[OH-].[K+].Cl>CO>[CH2:1]([Si:4]([C:5]1[CH:10]=[CH:9][C:8]([C:11]#[CH:12])=[CH:7][CH:6]=1)([CH3:18])[CH3:17])[CH:2]=[CH2:3] |f:1.2|. Isolated yield 89.8%. Run in CO (methanol), CO (methanol).